Dataset: the Open Reaction Database (ORD), a public repository of structured organic reaction records. Task: describe an organic reaction: reactants, conditions, products, and yield Reactants: C1CCOC1, COC(=O)c1cc(OCc2ccccc2)cc(OC(CF)CF)c1, [Li+], [OH-], O, O. Product: O=C(O)c1cc(OCc2ccccc2)cc(OC(CF)CF)c1. As a reaction SMILES: [CH2:29]1[O:30][CH2:31][CH2:32][CH2:33]1.[F:4][CH2:5][CH:6]([CH2:7][F:8])[O:9][c:10]1[cH:11][c:12]([C:13](=[O:14])[O:15][CH3:16])[cH:17][c:18]([O:20][CH2:21][c:22]2[cH:23][cH:24][cH:25][cH:26][cH:27]2)[cH:19]1.[Li+:3].[OH-:2].[OH2:1].[OH2:28]>>[F:4][CH2:5][CH:6]([CH2:7][F:8])[O:9][c:10]1[cH:11][c:12]([C:13](=[O:14])[OH:15])[cH:17][c:18]([O:20][CH2:21][c:22]2[cH:23][cH:24][cH:25][cH:26][cH:27]2)[cH:19]1. Reactants: COc1cccc2c1Sc1ccccc1CC2, Cl, O, c1ccncc1. Yields the product Oc1cccc2c1Sc1ccccc1CC2. RXN SMILES: [CH3:1][O:2][c:3]1[cH:4][cH:5][cH:6][c:7]2[c:8]1[S:9][c:10]1[c:11]([cH:14][cH:15][cH:16][cH:17]1)[CH2:12][CH2:13]2.[ClH:18].[OH2:25].[n:19]1[cH:20][cH:21][cH:22][cH:23][cH:24]1>>[OH:2][c:3]1[cH:4][cH:5][cH:6][c:7]2[c:8]1[S:9][c:10]1[c:11]([cH:14][cH:15][cH:16][cH:17]1)[CH2:12][CH2:13]2. RXN SMILES: C[O:2][C:3]([C@@H:5]1[CH2:11][CH2:10][CH2:9][CH2:8][CH2:7][C@@H:6]1[NH2:12])=O.[NH4+:13].[OH-].O>>[NH2:12][C@H:6]1[CH2:7][CH2:8][CH2:9][CH2:10][CH2:11][C@H:5]1[C:3]([NH2:13])=[O:2] |f:1.2.3|. Reported procedure: cis-2-Aminocycloheptanecarboxylic acid methyl ester (1.65 g, 9.64 mmol) was treated with 20 mL of NH4OH/H2O and stirred at room temperature for 24 h. The solution was concentrated in vacuo and azeotroped once with toluene. The reaction afforded 2.20 g of cis-2-aminocycloheptanecarboxylic acid amide as a white solid: 1H NMR (DMSO-d6) δ 7.81 (m, 3 H), 7.20 (s, 1 H), 2.76 (m, 1 H), 1.68–1.40 (m, 11 H); MS m/e 157.28 (M+H)+. The product is N[C@@H]1[C@@H](CCCCC1)C(=O)N (cis-2-aminocycloheptanecarboxylic acid amide). Reaction conditions: time 24 hour. The reactants are COC(=O)[C@H]1[C@H](CCCCC1)N (cis-2-Aminocycloheptanecarboxylic acid methyl ester), [NH4+].[OH-].O (NH4OH H2O). Starting materials: Cl (hydrochloric acid), [Cl-].C[N+](CCCNC=O)(CCN(C1=CC=CC=C1)CC)C (N,N-dimethyl-N-2-(N'-ethylanilino)ethyl-N-3-formamidopropylammonium chloride). The product is [Cl-].C[N+](CCCN)(CCN(C1=CC=CC=C1)CC)C (N,N-dimethyl-N-2-(N'-ethylanilino)ethyl-N-3-aminopropylammonium chloride). As a reaction SMILES: [ClH:1].[Cl-].[CH3:3][N+:4]([CH3:22])([CH2:11][CH2:12][N:13]([CH2:20][CH3:21])[C:14]1[CH:19]=[CH:18][CH:17]=[CH:16][CH:15]=1)[CH2:5][CH2:6][CH2:7][NH:8]C=O>>[Cl-:1].[CH3:22][N+:4]([CH3:3])([CH2:11][CH2:12][N:13]([CH2:20][CH3:21])[C:14]1[CH:15]=[CH:16][CH:17]=[CH:18][CH:19]=1)[CH2:5][CH2:6][CH2:7][NH2:8] |f:1.2,3.4|. Procedure: Dilute hydrochloric acid hydrolysis of N,N-dimethyl-N-2-(N'-ethylanilino)ethyl-N-3-formamidopropylammonium chloride following a procedure similar to that of B-4 above gives N,N-dimethyl-N-2-(N'-ethylanilino)ethyl-N-3-aminopropylammonium chloride. Starting materials: ClCCl, O=C=Nc1cccc(F)c1, Nc1cccc2nc(-c3c(NCC(O)c4ccccc4)cc[nH]c3=O)[nH]c12. Product: O=C(Nc1cccc(F)c1)Nc1cccc2nc(-c3c(NCC(O)c4ccccc4)cc[nH]c3=O)[nH]c12. Reaction SMILES: [Cl:38][CH2:39][Cl:40].[F:1][c:2]1[cH:3][c:4]([N:8]=[C:9]=[O:10])[cH:5][cH:6][cH:7]1.[NH2:11][c:12]1[cH:13][cH:14][cH:15][c:16]2[c:17]1[nH:18][c:19](-[c:21]1[c:22](=[O:37])[nH:23][cH:24][cH:25][c:26]1[NH:27][CH2:28][CH:29]([c:30]1[cH:31][cH:32][cH:33][cH:34][cH:35]1)[OH:36])[n:20]2>>[F:1][c:2]1[cH:3][c:4]([NH:8][C:9](=[O:10])[NH:11][c:12]2[cH:13][cH:14][cH:15][c:16]3[c:17]2[nH:18][c:19](-[c:21]2[c:22](=[O:37])[nH:23][cH:24][cH:25][c:26]2[NH:27][CH2:28][CH:29]([c:30]2[cH:31][cH:32][cH:33][cH:34][cH:35]2)[OH:36])[n:20]3)[cH:5][cH:6][cH:7]1. The reactants are BrC1=CC=C(C=C1)C=1C(NC2=CC3=C(C(NC3=CC21)=O)C2=CC=C(C=C2)Br)=O (3,7-Bis-(4-bromo-phenyl)-1H,5H-pyrrolo[2,3-f]indole-2,6-dione), CN(C=O)C (dimethylformamide), C([O-])([O-])=O.[K+].[K+] (potassium carbonate), BrCC(CCCCCC)CCCCCCCC (7-bromomethyl-pentadecane). Run in CO (methanol). Reaction conditions: temperature 90 celsius. Product: BrC1=CC=C(C=C1)C=1C(N(C2=CC3=C(C(N(C3=CC21)CC(CCCCCCCC)CCCCCC)=O)C2=CC=C(C=C2)Br)CC(CCCCCCCC)CCCCCC)=O (3,7-Bis-(4-bromo-phenyl)-1,5-bis-(2-hexyl-decyl)-1H,5H-pyrrolo[2,3-f]indole-2,6-dione). Yield: 106.8%. Reaction SMILES: [Br:1][C:2]1[CH:7]=[CH:6][C:5]([C:8]2[C:9](=O)[NH:10][C:11]3[C:19]=2[CH:18]=[C:17]2[C:13](=[C:14]([C:21]4[CH:26]=[CH:25][C:24]([Br:27])=[CH:23][CH:22]=4)[C:15](=[O:20])[NH:16]2)[CH:12]=3)=[CH:4][CH:3]=1.CN(C)C=O.[C:34](=[O:37])([O-])[O-].[K+].[K+].Br[CH2:41][CH:42]([CH2:49][CH2:50][CH2:51][CH2:52][CH2:53][CH2:54][CH2:55][CH3:56])[CH2:43][CH2:44][CH2:45][CH2:46][CH2:47][CH3:48]>CO>[Br:1][C:2]1[CH:3]=[CH:4][C:5]([C:8]2[C:34](=[O:37])[N:10]([CH2:9][CH:8]([CH2:5][CH2:4][CH2:3][CH2:2][CH2:7][CH3:6])[CH2:19][CH2:18][CH2:17][CH2:13][CH2:14][CH2:21][CH2:22][CH3:23])[C:11]3[C:19]=2[CH:18]=[C:17]2[C:13](=[C:14]([C:21]4[CH:22]=[CH:23][C:24]([Br:27])=[CH:25][CH:26]=4)[C:15](=[O:20])[N:16]2[CH2:41][CH:42]([CH2:43][CH2:44][CH2:45][CH2:46][CH2:47][CH3:48])[CH2:49][CH2:50][CH2:51][CH2:52][CH2:53][CH2:54][CH2:55][CH3:56])[CH:12]=3)=[CH:6][CH:7]=1 |f:2.3.4|. Procedure details: 3,7-Bis-(4-bromo-phenyl)-1H,5H-pyrrolo[2,3-f]indole-2,6-dione (1.500 g, 3.023 mmol) (1.3) is dissolved into anhydrous dimethylformamide (60 cm3) and then potassium carbonate (4.178 g, 30.23 mmol) and 7-bromomethyl-pentadecane (2.308 g, 7.558 mmol) are added. The resulting mixture is heated to 90° C. for 21 hours before been cooling down, poured into methanol (400 cm3), filtered and washed with water (200 cm3) to recover the pure product (1.525 g, Yield: 53%). NMR (1H, 300 MHz, CDCl3): δ 7.61 (d,... The reactants are O=C1C(O)=C([O-])[C@H](O1)[C@@H](O)CO.[Na+] (Sodium ascorbate), O (water), N(=[N+]=[N-])C1=CC=C(C=C1)C1=C(C(OC1(C)C)=C(C#N)C#N)C#N (2-[4-(4-azido phenyl)-3-cyano-5,5-dimethyl-5H-furan-2-ylidene]malononitrile), C1(=CC=CC=C1)C#C (phenylacetylene). The reagents and catalysts are S(=O)(=O)([O-])[O-].[Cu+2] (copper sulfate). The solvent is C(C)O (ethanol). Conditions: temperature 50 celsius. Product: C(#N)C=1C(OC(C1C1=CC=C(C=C1)N1N=NC(=C1)C1=CC=CC=C1)(C)C)=C(C#N)C#N (2-{3-Cyano 5,5-dimethyl 4-[4 (4-phenyl-[1,2,3]triazol-1-yl)-phenyl]-5H-furan-2-ylidene}malononitrile). Reaction SMILES: [N:1]([C:4]1[CH:9]=[CH:8][C:7]([C:10]2[C:14]([CH3:16])([CH3:15])[O:13][C:12](=[C:17]([C:20]#[N:21])[C:18]#[N:19])[C:11]=2[C:22]#[N:23])=[CH:6][CH:5]=1)=[N+:2]=[N-:3].[C:24]1([C:30]#[CH:31])[CH:29]=[CH:28][CH:27]=[CH:26][CH:25]=1.O=C1O[C@H]([C@H](CO)O)C([O-])=C1O.[Na+].O>C(O)C.S([O-])([O-])(=O)=O.[Cu+2]>[C:22]([C:11]1[C:12](=[C:17]([C:20]#[N:21])[C:18]#[N:19])[O:13][C:14]([CH3:15])([CH3:16])[C:10]=1[C:7]1[CH:6]=[CH:5][C:4]([N:1]2[CH:31]=[C:30]([C:24]3[CH:29]=[CH:28][CH:27]=[CH:26][CH:25]=3)[N:3]=[N:2]2)=[CH:9][CH:8]=1)#[N:23] |f:2.3,6.7|. Procedure: A mixture of 2-[4-(4-azido phenyl)-3-cyano-5,5-dimethyl-5H-furan-2-ylidene]malononitrile (100 mg, 0.33 mmol) and phenylacetylene (40 mg, 0.40 mmol) in 15 mL ethanol was stirred at 50° C. under N2. Sodium ascorbate (20 mg, 0.10 mmol in 2 ml water) solution was added followed by copper sulfate (12 mg, 0.048 mmol, 2 mL water) solution and stirred at 50° C. for 24 h. The reaction mixture was cooled, poured into cold water (100 mL) and was stirred at room temperature for 1 h. The precipitate formed w... The reactants are Cl(=O)(=O)(=O)[O-].C(C)OC(=O)C=1C(CCN2C1[NH+](C1=C2C=CC=C1)C)C (4-Ethoxycarbonyl-1,2-dihydro-3,5-dimethyl-5H-pyrido[1,2-a]benzimidazolium perchlorate). The reagents and catalysts are [Pd] (palladium on carbon). Solvent: CC(=O)N(C)C (dimethylacetamide). Yields the product Cl(=O)(=O)(=O)[O-].C(C)OC(=O)C=1C(=CCN2C1[NH+](C1=C2C=CC=C1)C)C (4-Ethoxycarbonyl-3,5-dimethyl-5H-pyrido[1,2-a]-benzimidazolium perchlorate). As a reaction SMILES: [Cl:1]([O-:5])(=[O:4])(=[O:3])=[O:2].[CH2:6]([O:8][C:9]([C:11]1[CH:12]([CH3:25])[CH2:13][CH2:14][N:15]2[C:19]3[CH:20]=[CH:21][CH:22]=[CH:23][C:18]=3[NH+:17]([CH3:24])[C:16]=12)=[O:10])[CH3:7]>CC(N(C)C)=O.[Pd]>[Cl:1]([O-:5])(=[O:4])(=[O:3])=[O:2].[CH2:6]([O:8][C:9]([C:11]1[C:12]([CH3:25])=[CH:13][CH2:14][N:15]2[C:19]3[CH:20]=[CH:21][CH:22]=[CH:23][C:18]=3[NH+:17]([CH3:24])[C:16]=12)=[O:10])[CH3:7] |f:0.1,4.5|. Procedure details: 4-Ethoxycarbonyl-1,2-dihydro-3,5-dimethyl-5H-pyrido[1,2-a]benzimidazolium perchlorate (2.22g; 0.006 mole) is refluxed for an hour with stirring in (DMA) dimethylacetamide (40ml) containing (Pd/C) palladium on carbon (10%) (about .4g). The mixture is cooled, filtered, and poured into stirred ether. After an hour the solid is filtered, washed with ether, and dried to give 1.58g (71.5%). Recrystallized from ethanol to give 1.18g (53.5%); m.p. 242°-245° d. Starting materials: Cl (hydrochloric acid), II (Iodine), [Mg] (magnesium), C(C)(=O)OC1=C(C=CC=C1C(CCBr)Br)Cl (2-chloro-6-(1,3-dibromopropyl)phenyl acetate). The solvent is C1CCOC1 (THF), C1CCOC1 (THF). Run at time 30 minute. Product: C(C)(=O)OC1=C(C=CC=C1C1CC1)Cl (2-chloro-6-cyclopropylphenyl acetate). Yield: 100.5%. Reaction SMILES: II.[Mg].[C:4]([O:7][C:8]1[C:13]([CH:14](Br)[CH2:15][CH2:16]Br)=[CH:12][CH:11]=[CH:10][C:9]=1[Cl:19])(=[O:6])[CH3:5].Cl>C1COCC1>[C:4]([O:7][C:8]1[C:13]([CH:14]2[CH2:16][CH2:15]2)=[CH:12][CH:11]=[CH:10][C:9]=1[Cl:19])(=[O:6])[CH3:5]. Reported procedure: Iodine (catalytic amount) was added to a mixture of magnesium (1.97 g, 81 mmol) and anhydrous THF (30 ml) under a nitrogen atmosphere, and the mixture was stirred at room temperature for 30 minutes. Subsequently, a solution of 2-chloro-6-(1,3-dibromopropyl)phenyl acetate (28.5 g, 77 mmol) in anhydrous THF (90 ml) was added to the mixture at 80° C. over 45 minutes. After the mixture was stirred at 80° C. for 1 hour, the mixture was further stirred at room temperature for 2 hours. The reaction mix... Starting materials: CC(C)OC(=O)Cl, Nc1ccccc1, [Na+], [OH-], O. The product is CC(C)OC(=O)Nc1ccccc1. As a reaction SMILES: [CH:10]([CH3:11])([CH3:12])[O:13][C:14](=[O:15])[Cl:16].[NH2:3][c:4]1[cH:5][cH:6][cH:7][cH:8][cH:9]1.[Na+:2].[OH-:1].[OH2:17]>>[NH:3]([c:4]1[cH:5][cH:6][cH:7][cH:8][cH:9]1)[C:14]([O:13][CH:10]([CH3:11])[CH3:12])=[O:15].